Task: describe an organic reaction: reactants, conditions, products, and yield. Dataset: the Open Reaction Database (ORD), a public repository of structured organic reaction records Starting materials: O (Water), CS (methanethiol), CC=1C(=C(C(=O)OCC)C=CC1C)[N+](=O)[O-] (ethyl 3,4-dimethyl-2-nitrobenzoate), C([O-])([O-])=O.[K+].[K+] (potassium carbonate). Solvent: CN(C=O)C (dimethyl formamide), CN(C=O)C (dimethyl formamide). Reaction conditions: temperature -10 celsius, time 3 day. The product is CC=1C(=C(C(=O)OCC)C=CC1C)SC (ethyl 3,4-dimethyl-2-methylsulphenylbenzoate). As a reaction SMILES: [CH3:1][SH:2].[CH3:3][C:4]1[C:5]([N+]([O-])=O)=[C:6]([CH:12]=[CH:13][C:14]=1[CH3:15])[C:7]([O:9][CH2:10][CH3:11])=[O:8].C(=O)([O-])[O-].[K+].[K+].O>CN(C)C=O>[CH3:3][C:4]1[C:5]([S:2][CH3:1])=[C:6]([CH:12]=[CH:13][C:14]=1[CH3:15])[C:7]([O:9][CH2:10][CH3:11])=[O:8] |f:2.3.4|. Procedure: A solution of methanethiol (22 ml) in dry dimethyl formamide was added to a mixture of ethyl 3,4-dimethyl-2-nitrobenzoate (21.54 g) and potassium carbonate (20.02 g) in dry dimethyl formamide while maintaining the temperature below -15° C. The mixture was stirred at -10° C. for 0.5 hours and at room temperature for 3 days. Water was added and the mixture was extracted with ether, washed with water, dried (MgSO4) and filtered. The filtrate was evaporated to dryness and the residue was purified by...